From a dataset of the Open Reaction Database (ORD), a public repository of structured organic reaction records. describe an organic reaction: reactants, conditions, products, and yield Starting materials: CC1=C(N2[C@@H]([C@@H](C2=O)NC(=O)[C@@H](C=3C=CC(=CC3)O)N)SC1)C(=O)O (cefadroxil), C(C)(C)O (isopropyl alcohol). Run in O (water). Yields the product CC1=C(N2[C@@H]([C@@H](C2=O)NC(=O)[C@@H](C3=CC=C(C=C3)O)N)SC1)C(=O)O.O (cefadroxil monohydrate). As a reaction SMILES: [CH3:1][C:2]1[CH2:22][S:21][C@@H:5]2[C@H:6]([NH:9][C:10]([C@H:12]([NH2:20])[C:13]3[CH:14]=[CH:15][C:16]([OH:19])=[CH:17][CH:18]=3)=[O:11])[C:7](=[O:8])[N:4]2[C:3]=1[C:23]([OH:25])=[O:24].C([OH:29])(C)C>O>[CH3:1][C:2]1[CH2:22][S:21][C@@H:5]2[C@H:6]([NH:9][C:10]([C@H:12]([NH2:20])[C:13]3[CH:18]=[CH:17][C:16]([OH:19])=[CH:15][CH:14]=3)=[O:11])[C:7](=[O:8])[N:4]2[C:3]=1[C:23]([OH:25])=[O:24].[OH2:29] |f:3.4|. Procedure details: According to such a method a cefadroxil solvate is slurried with isopropyl alcohol containing less 6% to 18% of water at a temperature between +45° to +55° C.: the crystalline cefadroxil monohydrate is isolated by filtration. Reactants: C(CCC)N(C(=O)C1=NN(C(=C1Cl)C)C1=C(C=C(C=C1)C(NS(=O)(=O)C1=CC2=CC=CC=C2C=C1)=O)C(=O)N1CC2=CC=CC=C2CC1)CCC(=O)O (3-(N-butyl-4-chloro-5-methyl-1-(4-(naphthalen-2-ylsulfonylcarbamoyl)-2-(1,2,3,4-tetrahydroisoquinoline-2-carbonyl)phenyl)-1H-pyrazole-3-carboxamido)propanoic acid), C(CCC)N(C(=O)C1=NN(C(=C1Cl)C)C1=C(C=C(C=C1)C(NS(=O)(=O)C1=CC2=CC=CC=C2C=C1)=O)C(=O)N1CC2=CC=CC=C2CC1)CCC(=O)O (3-(N-butyl-4-chloro-5-methyl-1-(4-(naphthalen-2-ylsulfonylcarbamoyl)-2-(1,2,3,4-tetrahydroisoquinoline-2-carbonyl)phenyl)-1H-pyrazole-3-carboxamido)propanoic acid), NC(CO)(CO)CO (2-amino-2-(hydroxymethyl) propane-1,3-diol). Product: C(CCC)N(C(=O)C1=NN(C(=C1Cl)C)C1=C(C=C(C=C1)C(NS(=O)(=O)C1=CC2=CC=CC=C2C=C1)=O)C(=O)N1CC2=CC=CC=C2CC1)CCC(=O)NC(CO)(CO)CO (N-Butyl-4-chloro-N-(3-(1,3-dihydroxy-2-(hydroxymethyl)propan-2-ylamino)-3-oxopropyl)-5-methyl-1-(4-(naphthalen-2-ylsulfonylcarbamoyl)-2-(1,2,3,4-tetrahydroisoquinoline-2-carbonyl)phenyl)-1H-pyrazole-3-carboxamide). Yield: 17.9%. RXN SMILES: [CH2:1]([N:5]([CH2:49][CH2:50][C:51](O)=[O:52])[C:6]([C:8]1[C:12]([Cl:13])=[C:11]([CH3:14])[N:10]([C:15]2[CH:20]=[CH:19][C:18]([C:21](=[O:36])[NH:22][S:23]([C:26]3[CH:35]=[CH:34][C:33]4[C:28](=[CH:29][CH:30]=[CH:31][CH:32]=4)[CH:27]=3)(=[O:25])=[O:24])=[CH:17][C:16]=2[C:37]([N:39]2[CH2:48][CH2:47][C:46]3[C:41](=[CH:42][CH:43]=[CH:44][CH:45]=3)[CH2:40]2)=[O:38])[N:9]=1)=[O:7])[CH2:2][CH2:3][CH3:4].[NH2:54][C:55]([CH2:60][OH:61])([CH2:58][OH:59])[CH2:56][OH:57]>>[CH2:1]([N:5]([CH2:49][CH2:50][C:51]([NH:54][C:55]([CH2:60][OH:61])([CH2:58][OH:59])[CH2:56][OH:57])=[O:52])[C:6]([C:8]1[C:12]([Cl:13])=[C:11]([CH3:14])[N:10]([C:15]2[CH:20]=[CH:19][C:18]([C:21](=[O:36])[NH:22][S:23]([C:26]3[CH:35]=[CH:34][C:33]4[C:28](=[CH:29][CH:30]=[CH:31][CH:32]=4)[CH:27]=3)(=[O:25])=[O:24])=[CH:17][C:16]=2[C:37]([N:39]2[CH2:48][CH2:47][C:46]3[C:41](=[CH:42][CH:43]=[CH:44][CH:45]=3)[CH2:40]2)=[O:38])[N:9]=1)=[O:7])[CH2:2][CH2:3][CH3:4]. Procedure details: Following a procedure analogous to that for the synthesis of Example 124, 3-(N-butyl-4-chloro-5-methyl-1-(4-(naphthalen-2-ylsulfonylcarbamoyl)-2-(1,2,3,4-tetrahydroisoquinoline-2-carbonyl)phenyl)-1H-pyrazole-3-carboxamido)propanoic acid (Intermediate 158B, 20 mg, 0.026 mmol) and 2-amino-2-(hydroxymethyl) propane-1,3-diol (J. T. Baker, 10 mg, 0.083 mmol) were converted to the title compound (4 mg, 18%). 1H NMR (CD3OD, 1.5:1 mixture of amide rotamers) δ 8.73 (br s, 1H), 8.17-7.94 (m, 7H), 7.75-7.6... The reactants are COC(=O)C(C)N(C)C(=O)C(CC(=O)OC(C)(C)C)c1ccc(O)cc1, CCOC(C)=O, FC(F)(F)c1cc(CBr)cc(C(F)(F)F)c1, [K+], [K+], O=C([O-])[O-], CN(C)C=O. Product: COC(=O)C(C)N(C)C(=O)C(CC(=O)OC(C)(C)C)c1ccc(OCc2cc(C(F)(F)F)cc(C(F)(F)F)c2)cc1. As a reaction SMILES: [CH3:1][N:2]([C:3]([CH:4]([CH2:5][C:6](=[O:7])[O:8][C:9]([CH3:10])([CH3:11])[CH3:12])[c:13]1[cH:14][cH:15][c:16]([OH:19])[cH:17][cH:18]1)=[O:20])[CH:21]([C:22](=[O:23])[O:24][CH3:25])[CH3:26].[CH3:49][CH2:50][O:51][C:52]([CH3:53])=[O:54].[F:27][C:28]([c:29]1[cH:30][c:31]([CH2:32][Br:33])[cH:34][c:35]([C:37]([F:38])([F:39])[F:40])[cH:36]1)([F:41])[F:42].[K+:43].[K+:44].[O-:45][C:46]([O-:47])=[O:48].[O:55]=[CH:56][N:57]([CH3:58])[CH3:59]>>[CH3:1][N:2]([C:3]([CH:4]([CH2:5][C:6](=[O:7])[O:8][C:9]([CH3:10])([CH3:11])[CH3:12])[c:13]1[cH:14][cH:15][c:16]([O:19][CH2:32][c:31]2[cH:30][c:29]([C:28]([F:27])([F:41])[F:42])[cH:36][c:35]([C:37]([F:38])([F:39])[F:40])[cH:34]2)[cH:17][cH:18]1)=[O:20])[CH:21]([C:22](=[O:23])[O:24][CH3:25])[CH3:26]. Reactants: ClC(C#N)C (2-chloropropionitrile), NC1=NC=CC=C1N (2,3-diaminopyridine), polyphosphoric acid. Run in O (water), polyphosphoric acid. Run at temperature 80 celsius. Product: ClC(C)C1=NC=2C(=NC=CC2)N1 (2-(1-Chloroethyl)-3H-imidazo[4,5-b]pyridine). As a reaction SMILES: [NH2:1][C:2]1[C:7]([NH2:8])=[CH:6][CH:5]=[CH:4][N:3]=1.[Cl:9][CH:10]([CH3:13])[C:11]#N>O>[Cl:9][CH:10]([C:13]1[NH:1][C:2]2=[N:3][CH:4]=[CH:5][CH:6]=[C:7]2[N:8]=1)[CH3:11]. Procedure: 5.2 g of 2,3-diaminopyridine in 209 g of polyphosphoric acid are heated at 120° C. for 0.5 h. The solution is cooled to 80° C. and 4.6 ml of 2-chloropropionitrile are added. Thereafter, the reaction mixture is heated to 180° C. for 2.5 h. After cooling, the polyphosphoric acid is hydrolyzed with water, the mixture is filtered using charcoal and celite and the pH value of the filtrate is adjusted to pH 4 using 9 M aqueous sodium hydroxide solution. The mixture is extracted twice each with 250 ml ... Starting materials: BrBr (bromine), N1C(=O)CCC=2C(CCCC12)=O (3,4,5,6,7,8-hexahydrocarbostyril-5-one). The solvent is C(Cl)(Cl)(Cl)Cl (carbon tetrachloride), C(Cl)(Cl)(Cl)Cl (carbon tetrachloride). Run at time 1 minute. The product is BrC1C(NC=2CCCC(C2C1)=O)=O (bromo-3,4,5,6,7,8-hexahydrocarbostyril-5-one). Reaction SMILES: [Br:1]Br.[NH:3]1[C:13]2[CH2:12][CH2:11][CH2:10][C:9](=[O:14])[C:8]=2[CH2:7][CH2:6][C:4]1=[O:5]>C(Cl)(Cl)(Cl)Cl>[Br:1][CH:6]1[CH2:7][C:8]2[C:9](=[O:14])[CH2:10][CH2:11][CH2:12][C:13]=2[NH:3][C:4]1=[O:5]. Procedure details: A solution of 3.6 g of bromine in 50 ml of carbon tetrachloride was added, while stirring under ice-cooling, to a solution of 4.0 g of 3,4,5,6,7,8-hexahydrocarbostyril-5-one in 50 ml of carbon tetrachloride. After allowing the mixture to stand for one minute, the precipitate formed was removed by decantation. The carbon tetrachloride layer was distilled at room temperature to remove the solvent (CCl4), and the resulting crystals were combined with the above precipitate followed by being washed w... The reactants are Cc1ccnc2c1C(=O)CC(c1cccs1)C2, CCO, Cl, Cl, N=C(N)NN, O. Yields the product Cc1ccnc2c1C(=NNC(=N)N)CC(c1cccs1)C2, Cl. As a reaction SMILES: [CH3:1][c:2]1[cH:3][cH:4][n:5][c:6]2[c:11]1[C:10](=[O:12])[CH2:9][CH:8]([c:13]1[s:14][cH:15][cH:16][cH:17]1)[CH2:7]2.[CH3:26][CH2:27][OH:28].[ClH:18].[ClH:24].[NH2:19][NH:20][C:21](=[NH:22])[NH2:23].[OH2:25]>>[CH3:1][c:2]1[cH:3][cH:4][n:5][c:6]2[c:11]1[C:10](=[N:19][NH:20][C:21](=[NH:22])[NH2:23])[CH2:9][CH:8]([c:13]1[s:14][cH:15][cH:16][cH:17]1)[CH2:7]2.[ClH:18]. Procedure: Next, 0.54 g (11 mmol) of hydrazine monohydrate and 10 mL of ethanol were put in a 100 mL three-neck flask and stirred at −10° C. for 15 minutes. Then, 1.5 g (11 mmol) of ethyl 2,2-difluoropropionate was dripped to this mixed solution at −10° C. little by little, and the solution was stirred for 48 hours while the temperature was increased to room temperature. Then, 2.6 g (11 mmol) of N-[(ethylsulfanyl)phenylmethylidene]aniline prepared in Step 1 and 20 mL of 1-butanol were added to this mixed s... As a reaction SMILES: O.[NH2:2][NH2:3].C(O)C.[F:7][C:8]([F:15])([CH3:14])[C:9](OCC)=O.C(S[C:19]([C:27]1[CH:32]=[CH:31][CH:30]=[CH:29][CH:28]=1)=[N:20][C:21]1[CH:26]=[CH:25][CH:24]=[CH:23][CH:22]=1)C>C(O)CCC>[F:15][C:8]([C:9]1[N:20]([C:21]2[CH:26]=[CH:25][CH:24]=[CH:23][CH:22]=2)[C:19]([C:27]2[CH:32]=[CH:31][CH:30]=[CH:29][CH:28]=2)=[N:3][N:2]=1)([F:7])[CH3:14] |f:0.1|. The solvent is C(CCC)O (1-butanol). The product is FC(C)(F)C1=NN=C(N1C1=CC=CC=C1)C1=CC=CC=C1 (3-(1,1-difluoroethyl)-4,5-diphenyl-4H-1,2,4-triazole). The reactants are O.NN (hydrazine monohydrate), C(C)O (ethanol), C(C)SC(=NC1=CC=CC=C1)C1=CC=CC=C1 (N-[(ethylsulfanyl)phenylmethylidene]aniline), FC(C(=O)OCC)(C)F (ethyl 2,2-difluoropropionate). The yield is 27.0%. Run at temperature -10 celsius, time 15 minute. RXN SMILES: [CH3:1][C:2]1([CH3:25])[C:20]2=[CH:21][CH:22]=[N:23][CH:24]=[C:19]2[C:5]2[C:6]([OH:18])=[CH:7][C:8]([CH:10]([CH:12]3[CH2:17][CH2:16][CH2:15][CH2:14][CH2:13]3)[CH3:11])=[CH:9][C:4]=2[O:3]1.[ClH:26].[N:27]1([CH2:33][CH2:34][CH2:35][C:36](O)=[O:37])[CH2:32][CH2:31][CH2:30][CH2:29][CH2:28]1.C1(N=C=NC2CCCCC2)CCCCC1>>[ClH:26].[CH3:25][C:2]1([CH3:1])[C:20]2=[CH:21][CH:22]=[N:23][CH:24]=[C:19]2[C:5]2[C:6]([O:18][C:36](=[O:37])[CH2:35][CH2:34][CH2:33][N:27]3[CH2:32][CH2:31][CH2:30][CH2:29][CH2:28]3)=[CH:7][C:8]([CH:10]([CH:12]3[CH2:13][CH2:14][CH2:15][CH2:16][CH2:17]3)[CH3:11])=[CH:9][C:4]=2[O:3]1 |f:1.2,4.5|. Reactants: CC1(OC2=C(C(=CC(=C2)C(C)C2CCCCC2)O)C=2C1=CC=NC2)C (5,5-dimethyl-10-hydroxy-8-(1-cyclohexylethyl)-5H[1]benzopyrano[3,4-d]pyridine), Cl.N1(CCCCC1)CCCC(=O)O (γ-piperidinobutyric acid hydrochloride), C1(CCCCC1)N=C=NC1CCCCC1 (dicyclohexyl carbodiimide). Procedure details: 5,5-Dimethyl-8-(1-cyclohexylethyl)-10-[4-(piperidino)butyryloxy]-5H-[1]benzopyrano[3,4-d]pyridine hydrochloride is prepared according to the method of Example 29 by reacting equimolar quantities of 5,5-dimethyl-10-hydroxy-8-(1-cyclohexylethyl)-5H[1]benzopyrano[3,4-d]pyridine and γ-piperidinobutyric acid hydrochloride in the presence of dicyclohexyl carbodiimide. Product: Cl.CC1(OC2=C(C(=CC(=C2)C(C)C2CCCCC2)OC(CCCN2CCCCC2)=O)C=2C1=CC=NC2)C (5,5-Dimethyl-8-(1-cyclohexylethyl)-10-[4-(piperidino)butyryloxy]-5H-[1]benzopyrano[3,4-d]pyridine hydrochloride). Starting materials: C(C1=CC=CC=C1)(=O)N1C[C@H]2C=3C(=C(C=CC13)I)C[C@H](C2)N(CCC)CCC ((+)(2aR,4S)-1-benzoyl-6-iodo-4-(di-n-propylamino) -1,2,2a,3,4,5-hexahydrobenz[cd]indole), C(CCC)[Sn](C=1OC=CC1)(CCCC)CCCC (2-(tributylstannyl)furan), O1CCCC1 (tetrahydrofuran), teflon. Reagents/catalysts: Cl[Pd]([P](C1=CC=CC=C1)(C2=CC=CC=C2)C3=CC=CC=C3)([P](C4=CC=CC=C4)(C5=CC=CC=C5)C6=CC=CC=C6)Cl (bis(triphenyl -phosphine)palladium(II) chloride). Solvent: C(C)(=O)OCC.CCCCCC (ethyl acetate hexane), [OH-].[NH4+] (ammonium hydroxide). Run at temperature 100 celsius, time 15 minute. Yields the product O1C(=CC=C1)C1=C2C=3[C@H](CNC3C=C1)C[C@@H](C2)N(CCC)CCC ((-)(2aR,4S)-6-(2-furyl)-4-(di-n -propylamino)-1,2,2a,3,4,5-hexahydrobenz[cd]indole). Yield: 61.0%. Reaction SMILES: [O:1]1[CH2:5][CH2:4][CH2:3][CH2:2]1.C([N:14]1[C:22]2[CH:21]=[CH:20][C:19](I)=[C:18]3[CH2:24][C@@H:25]([N:27]([CH2:31][CH2:32][CH3:33])[CH2:28][CH2:29][CH3:30])[CH2:26][C@H:16]([C:17]=23)[CH2:15]1)(=O)C1C=CC=CC=1.C([Sn](CCCC)(CCCC)C1OC=CC=1)CCC>C(OCC)(=O)C.CCCCCC.[OH-].[NH4+].Cl[Pd](Cl)([P](C1C=CC=CC=1)(C1C=CC=CC=1)C1C=CC=CC=1)[P](C1C=CC=CC=1)(C1C=CC=CC=1)C1C=CC=CC=1>[O:1]1[CH:5]=[CH:4][CH:3]=[C:2]1[C:19]1[CH:20]=[CH:21][C:22]2[NH:14][CH2:15][C@@H:16]3[CH2:26][C@H:25]([N:27]([CH2:31][CH2:32][CH3:33])[CH2:28][CH2:29][CH3:30])[CH2:24][C:18]=1[C:17]=23 |f:3.4,5.6,^1:68,87|. Procedure: To a sealable tube with threads containing 13 ml of dry tetrahydrofuran were added 1.2 g (2.46 mmol) of (+)(2aR,4S)-1-benzoyl-6-iodo-4-(di-n-propylamino) -1,2,2a,3,4,5-hexahydrobenz[cd]indole, 968 mg (2.71 mmol) of 2-(tributylstannyl)furan and 200 mg of bis(triphenyl -phosphine)palladium(II) chloride. The resulting mixture was then deaerated with argon for 15 minutes. After deaeration, the tube was sealed with a teflon cap and the contents thereof were heated to 100° C. for 24 hours. After 24 ho... Procedure: 1.77 g (17.3 mmol) acetic anhydride are mixed with 10 ml absolute DMSO, stirred at room temperature for 10 min and added drop-wise to a solution of 0.164 g (0.432 mmol) 1-(indol-1-yl)-3-(4-octylphenoxy)propan-2-ol in 10 ml absolute DMSO. Having stirred for six hours, the solution is poured into a mixture of 5% sodium hydrogen carbonate solution and saturated NaCl solution (1:1, v/v) and hydrolyzed for 10 min. Four extractions with diethyl ether, combination of the organic phases, concentration t... Yields the product N1(C=CC2=CC=CC=C12)CC(COC1=CC=C(C=C1)CCCCCCCC)=O (1-(Indol-1-yl)-3-(4-octylphenoxy)propan-2-one). Solvent: CS(=O)C (DMSO), CS(=O)C (DMSO). Reaction SMILES: C(OC(=O)C)(=O)C.[N:8]1([CH2:17][CH:18]([OH:35])[CH2:19][O:20][C:21]2[CH:26]=[CH:25][C:24]([CH2:27][CH2:28][CH2:29][CH2:30][CH2:31][CH2:32][CH2:33][CH3:34])=[CH:23][CH:22]=2)[C:16]2[C:11](=[CH:12][CH:13]=[CH:14][CH:15]=2)[CH:10]=[CH:9]1.C(=O)([O-])O.[Na+].[Na+].[Cl-]>CS(C)=O>[N:8]1([CH2:17][C:18](=[O:35])[CH2:19][O:20][C:21]2[CH:22]=[CH:23][C:24]([CH2:27][CH2:28][CH2:29][CH2:30][CH2:31][CH2:32][CH2:33][CH3:34])=[CH:25][CH:26]=2)[C:16]2[C:11](=[CH:12][CH:13]=[CH:14][CH:15]=2)[CH:10]=[CH:9]1 |f:2.3,4.5|. Run at time 10 minute. The reactants are N1(C=CC2=CC=CC=C12)CC(COC1=CC=C(C=C1)CCCCCCCC)O (1-(indol-1-yl)-3-(4-octylphenoxy)propan-2-ol), C(C)(=O)OC(C)=O (acetic anhydride), C(O)([O-])=O.[Na+] (sodium hydrogen carbonate), [Na+].[Cl-] (NaCl).